From a dataset of the Open Reaction Database (ORD), a public repository of structured organic reaction records. describe an organic reaction: reactants, conditions, products, and yield Reactants: COS(=O)(=O)OC, Cc1ccccc1, Cc1cc(C=O)c(O)c2c1C(C)(C)CCC2(C)C, Cl, [K+], [OH-]. Yields the product COc1c(C=O)cc(C)c2c1C(C)(C)CCC2(C)C. Reaction SMILES: [CH3:21][O:22][S:23]([O:24][CH3:25])(=[O:26])=[O:27].[CH3:29][c:30]1[cH:31][cH:32][cH:33][cH:34][cH:35]1.[CH:1](=[O:2])[c:3]1[c:4]([OH:18])[c:5]2[c:10]([c:11]([CH3:13])[cH:12]1)[C:9]([CH3:14])([CH3:15])[CH2:8][CH2:7][C:6]2([CH3:16])[CH3:17].[ClH:28].[K+:20].[OH-:19]>>[CH:1](=[O:2])[c:3]1[c:4]([O:18][CH3:21])[c:5]2[c:10]([c:11]([CH3:13])[cH:12]1)[C:9]([CH3:14])([CH3:15])[CH2:8][CH2:7][C:6]2([CH3:16])[CH3:17]. Starting materials: O=C([O-])O, ClCCl, CC(C)(C)OC(=O)NC1C(=O)N2C(C(=O)OC(c3ccccc3)c3ccccc3)=C(C(Br)C=O)CSC12, [Na+], O=C(OO)c1cccc(Cl)c1. The product is CC(C)(C)OC(=O)NC1C(=O)N2C(C(=O)OC(c3ccccc3)c3ccccc3)=C(C(Br)C=O)CS(=O)C12. Reaction SMILES: [C:49](=[O:50])([OH:51])[O-:52].[CH2:54]([Cl:55])[Cl:56].[CH:12]([c:13]1[cH:14][cH:15][cH:16][cH:17][cH:18]1)([c:19]1[cH:20][cH:21][cH:22][cH:23][cH:24]1)[O:25][C:26](=[O:27])[C:28]1=[C:35]([CH:36]([CH:37]=[O:38])[Br:39])[CH2:34][S:33][CH:32]2[N:29]1[C:30](=[O:48])[CH:31]2[NH:40][C:41](=[O:42])[O:43][C:44]([CH3:45])([CH3:46])[CH3:47].[Na+:53].[OH:1][O:2][C:3]([c:4]1[cH:5][c:6]([Cl:7])[cH:8][cH:9][cH:10]1)=[O:11]>>[O:1]=[S:33]1[CH:32]2[N:29]([C:28]([C:26]([O:25][CH:12]([c:13]3[cH:14][cH:15][cH:16][cH:17][cH:18]3)[c:19]3[cH:20][cH:21][cH:22][cH:23][cH:24]3)=[O:27])=[C:35]([CH:36]([CH:37]=[O:38])[Br:39])[CH2:34]1)[C:30](=[O:48])[CH:31]2[NH:40][C:41](=[O:42])[O:43][C:44]([CH3:45])([CH3:46])[CH3:47]. Reactants: BrC1=CC(=C(C=C1)F)[N+](=O)[O-] (4-bromo-1-fluoro-2-nitrobenzene), C1(CC1)B(O)O (cyclopropyl boronic acid), C([O-])([O-])=O.[K+].[K+] (potassium carbonate). The reagents and catalysts are [Pd].C1(=CC=CC=C1)P(C1=CC=CC=C1)C1=CC=CC=C1.C1(=CC=CC=C1)P(C1=CC=CC=C1)C1=CC=CC=C1.C1(=CC=CC=C1)P(C1=CC=CC=C1)C1=CC=CC=C1.C1(=CC=CC=C1)P(C1=CC=CC=C1)C1=CC=CC=C1 (tetrakis(triphenylphosphine) Palladium). The solvent is C1(=CC=CC=C1)C (toluene). Product: C1(CC1)C1=CC(=C(C=C1)F)[N+](=O)[O-] (4-cyclopropyl-1-fluoro-2-nitrobenzene). Isolated yield 84.7%. Reaction SMILES: [CH:1]1(B(O)O)[CH2:3][CH2:2]1.Br[C:8]1[CH:13]=[CH:12][C:11]([F:14])=[C:10]([N+:15]([O-:17])=[O:16])[CH:9]=1.C(=O)([O-])[O-].[K+].[K+]>C1(C)C=CC=CC=1.[Pd].C1(P(C2C=CC=CC=2)C2C=CC=CC=2)C=CC=CC=1.C1(P(C2C=CC=CC=2)C2C=CC=CC=2)C=CC=CC=1.C1(P(C2C=CC=CC=2)C2C=CC=CC=2)C=CC=CC=1.C1(P(C2C=CC=CC=2)C2C=CC=CC=2)C=CC=CC=1>[CH:1]1([C:8]2[CH:13]=[CH:12][C:11]([F:14])=[C:10]([N+:15]([O-:17])=[O:16])[CH:9]=2)[CH2:3][CH2:2]1 |f:2.3.4,6.7.8.9.10|. Procedure details: Degas the solution of cyclopropyl boronic acid (0.585 g, 6.80 mmol) in dry toluene (6 mL) for 30 minutes. Then added tetrakis(triphenylphosphine) Palladium (0.090 g, 0.089 mmol) and 4-bromo-1-fluoro-2-nitrobenzene (1.0 g, 4.56 mmol) to the solution. The reaction mass was again degassed for 30 minutes and then added potassium carbonate (0.0628 g, 4.55 mmol). The reaction mass was refluxed for 48 h. The excess of solvent was removed under vacuum and the reaction mass was quenched in water and extr... The product is C(CCCCCCCCCCCCCCC)N(CCCCCCCCCCCCCCCC)CC=1C=C(C(=N)NC2=CC=C(C=C2)OC)C=CC1 (m-[N,N-Di(n-hexadecyl)aminomethyl]-N-(p-methoxyphenyl)-benzamidine). Run in C(Cl)(Cl)Cl (chloroform). Run at time 16 hour. Isolated yield 73.0%. The reactants are Cl.Cl.C(C)SC(C1=CC(=CC=C1)CN(CCCCCCCCCCCCCCCC)CCCCCCCCCCCCCCCC)=N (ethyl-m-[N,N-di(n-hexadecyl)aminomethyl]-thiobenzimidate dihydrochloride), COC1=CC=C(C=C1)N (p-anisidine). Reported procedure: A mixture of ethyl-m-[N,N-di(n-hexadecyl)aminomethyl]-thiobenzimidate dihydrochloride (1.074 g., 1.5 mmoles), p-anisidine (369 mg., 3.0 mmoles) and chloroform (10 ml.) was held at room temperature for 16 hours. It was then diluted to 400 ml. with chloroform, washed with 1N HCl (2 × 50 ml.), dried (Na2SO4) and evaporated in vacuo to a foam. The foam was crystallized from 1,2-dimethoxyethane [868 mg., 73% yield, Rf .64 (4:1, benzene:ethanol on silicic acid), mp.--forms a gel at 84°-86° C.]. RXN SMILES: Cl.Cl.C(S[C:6](=[NH:47])[C:7]1[CH:12]=[CH:11][CH:10]=[C:9]([CH2:13][N:14]([CH2:31][CH2:32][CH2:33][CH2:34][CH2:35][CH2:36][CH2:37][CH2:38][CH2:39][CH2:40][CH2:41][CH2:42][CH2:43][CH2:44][CH2:45][CH3:46])[CH2:15][CH2:16][CH2:17][CH2:18][CH2:19][CH2:20][CH2:21][CH2:22][CH2:23][CH2:24][CH2:25][CH2:26][CH2:27][CH2:28][CH2:29][CH3:30])[CH:8]=1)C.[CH3:48][O:49][C:50]1[CH:55]=[CH:54][C:53]([NH2:56])=[CH:52][CH:51]=1>C(Cl)(Cl)Cl>[CH2:15]([N:14]([CH2:13][C:9]1[CH:8]=[C:7]([CH:12]=[CH:11][CH:10]=1)[C:6]([NH:56][C:53]1[CH:54]=[CH:55][C:50]([O:49][CH3:48])=[CH:51][CH:52]=1)=[NH:47])[CH2:31][CH2:32][CH2:33][CH2:34][CH2:35][CH2:36][CH2:37][CH2:38][CH2:39][CH2:40][CH2:41][CH2:42][CH2:43][CH2:44][CH2:45][CH3:46])[CH2:16][CH2:17][CH2:18][CH2:19][CH2:20][CH2:21][CH2:22][CH2:23][CH2:24][CH2:25][CH2:26][CH2:27][CH2:28][CH2:29][CH3:30] |f:0.1.2|. The reactants are C(=O)(OC)C1=C(C=CC=C1)SCC(=O)OCC1=CC=CC=C1 (benzyl S-(2-carbomethoxyphenyl)-thioglycolate), C1(=NNCCCCCCCC1)C1=CCCCCCCCCC1 (diazabicycloundecene). Run in C1(=CC=CC=C1)C (toluene). The product is OC1=C(SC2=C1C=CC=C2)C(=O)OCC2=CC=CC=C2 (benzyl 3-hydroxybenzothiophene-2-carboxylate). Reaction SMILES: [C:1]([C:5]1[CH:10]=[CH:9][CH:8]=[CH:7][C:6]=1[S:11][CH2:12][C:13]([O:15][CH2:16][C:17]1[CH:22]=[CH:21][CH:20]=[CH:19][CH:18]=1)=[O:14])(OC)=[O:2].C1(C2CCCCCCCCCC=2)CCCCCCCCNN=1>C1(C)C=CC=CC=1>[OH:2][C:1]1[C:5]2[CH:10]=[CH:9][CH:8]=[CH:7][C:6]=2[S:11][C:12]=1[C:13]([O:15][CH2:16][C:17]1[CH:22]=[CH:21][CH:20]=[CH:19][CH:18]=1)=[O:14]. Procedure: 5 g (I5.8 mmol) of benzyl S-(2-carbomethoxyphenyl)-thioglycolate and 3 g (19.7 mmol) of diazabicycloundecene are heated under reflux in 100 ml of toluene. At the same time, about 50 ml of toluene are removed by distillation in the course of one hour. After cooling, the mixture is poured into 2 N HCl and extracted with CH2Cl2. The residue is purified by filtration through silica gel using toluene as the eluent.